From a dataset of the Open Reaction Database (ORD), a public repository of structured organic reaction records. describe an organic reaction: reactants, conditions, products, and yield The reactants are mixture, C(C1=CC=CC=C1)=C1C=C(C=C(C1=O)C(C)(C)C)C(C)(C)C (6-benzylidene-2,4-di-tert-butyl-cyclohexa-2,4-dienone), C(C1=CC=CC=C1)=C1C=C(C=C(C1=O)C(C)(C)C)C(C)(C)C (6-benzylidene-2,4-di-tert-butyl-cyclohexa-2,4-dienone), compound ( 402 ), FC(C(=O)O)(F)F (trifluoroacetic acid). The reagents and catalysts are C=1C=CC(=CC1)[P](C=2C=CC=CC2)(C=3C=CC=CC3)[Pd]([P](C=4C=CC=CC4)(C=5C=CC=CC5)C=6C=CC=CC6)([P](C=7C=CC=CC7)(C=8C=CC=CC8)C=9C=CC=CC9)[P](C=1C=CC=CC1)(C=1C=CC=CC1)C=1C=CC=CC1 (tetrakis(triphenylphosphine)palladium(0)). The solvent is C1(=CC=CC=C1)C (toluene). Reaction conditions: temperature 80 celsius. Product: C(C)(C)(C)C=1C=C(C2=C(C(C(O2)=O)C2=CC=CC=C2)C1)C(C)(C)C (5,7-di-tert-butyl-3-phenyl-3H-benzofuran-2-one). Yield: 90.0%. As a reaction SMILES: [CH:1](=[C:8]1[C:13](=[O:14])[C:12]([C:15]([CH3:18])([CH3:17])[CH3:16])=[CH:11][C:10]([C:19]([CH3:22])([CH3:21])[CH3:20])=[CH:9]1)[C:2]1[CH:7]=[CH:6][CH:5]=[CH:4][CH:3]=1.FC(F)(F)[C:25](O)=[O:26]>C1(C)C=CC=CC=1.C1C=CC([P]([Pd]([P](C2C=CC=CC=2)(C2C=CC=CC=2)C2C=CC=CC=2)([P](C2C=CC=CC=2)(C2C=CC=CC=2)C2C=CC=CC=2)[P](C2C=CC=CC=2)(C2C=CC=CC=2)C2C=CC=CC=2)(C2C=CC=CC=2)C2C=CC=CC=2)=CC=1>[C:19]([C:10]1[CH:11]=[C:12]([C:15]([CH3:16])([CH3:18])[CH3:17])[C:13]2[O:14][C:25](=[O:26])[CH:1]([C:2]3[CH:7]=[CH:6][CH:5]=[CH:4][CH:3]=3)[C:8]=2[CH:9]=1)([CH3:22])([CH3:21])[CH3:20] |^1:40,42,61,80|. Reported procedure: A solution of 589 mg (2.0 mmol) of a mixture of 6-benzylidene-2,4-di-tert-butyl-cyclohexa-2,4-dienone (compound (302), Table 3) and the corresponding dimer (compound (402), Table 4), prepared according to Example 2b, in 7 ml of toluene is degassed using argon and then 58 mg (0.05 mmol) of tetrakis(triphenylphosphine)palladium(0) and 23 mg (0.20 mmol) of trifluoroacetic acid are added. The autoclave is flushed with carbon monoxide and sealed, and a carbon monoxide pressure of 5 bar is then applie... Reactants: C1(=CC=CC=C1)C (toluene), CN(C=O)C (N,N-dimethylformamide), C(C(=O)Cl)(=O)Cl (oxalyl chloride), C(C=C)OC(=O)OCC1=C(C(=O)O)C=CC=C1 (2-[(Allyloxycarbonyl)oxymethyl]benzoic acid). The solvent is ClCCl (dichloromethane). Reaction conditions: time 1 hour. The product is C(C=C)OC(=O)OCC1=C(C(=O)Cl)C=CC=C1 (2-[(allyloxycarbonyl)oxymethyl]benzoyl chloride). As a reaction SMILES: [CH2:1]([O:4][C:5]([O:7][CH2:8][C:9]1[CH:17]=[CH:16][CH:15]=[CH:14][C:10]=1[C:11](O)=[O:12])=[O:6])[CH:2]=[CH2:3].CN(C)C=O.C(Cl)(=O)C([Cl:26])=O.C1(C)C=CC=CC=1>ClCCl>[CH2:1]([O:4][C:5]([O:7][CH2:8][C:9]1[CH:17]=[CH:16][CH:15]=[CH:14][C:10]=1[C:11]([Cl:26])=[O:12])=[O:6])[CH:2]=[CH2:3]. Procedure: 2-[(Allyloxycarbonyl)oxymethyl]benzoic acid (850 mg, 3.60 mmol) obtained from Example 17-(2) was dissolved in dichloromethane (5 ml), and N,N-dimethylformamide (0.05 ml) and oxalyl chloride (570 mg) were added thereto. The mixture was stirred at room temperature for 1 hour, then toluene was added thereto, and the solution was concentrated under reduced pressure to give crude 2-[(allyloxycarbonyl)oxymethyl]benzoyl chloride. Reactants: CSC=1C=C(C=CC1)S(=O)(=O)N (3-methylsulfanylbenzenesulfonamide), OOS(=O)[O-].[K+] (OXONE), CC(=O)C (acetone). Run at time 12 hour. Yields the product CS(=O)(=O)C=1C=C(C=CC1)S(=O)(=O)N (3-Methylsulfonyl-benzenesulfonamide). Reaction SMILES: CS[C:3]1[CH:4]=[C:5]([S:9]([NH2:12])(=[O:11])=[O:10])[CH:6]=[CH:7][CH:8]=1.OO[S:15]([O-:17])=[O:16].[K+].[CH3:19]C(C)=O>>[CH3:19][S:15]([C:7]1[CH:6]=[C:5]([S:9]([NH2:12])(=[O:11])=[O:10])[CH:4]=[CH:3][CH:8]=1)(=[O:17])=[O:16] |f:1.2|. Reported procedure: To a solution of 3-methylsulfanylbenzenesulfonamide (500 mg, 2.5 mmol) in acetone was added an aqueous solution of OXONE (3.2 grams, 5 mmol). The mixture was stirred at room temperature for 12 hours. The reaction was evaporated to dryness in vacuo. The residue was triturated with acetone and filtered. The filtrated was evaporated to give 460 mg of the titled compound. Starting materials: NCC=1C=C(C=CC1OC)C=1N=C(SC1)N=C(N)N (4-(3-aminomethyl-4-methoxyphenyl)-2(diaminomethyleneamino)thiazole), CSC(=NC#N)SC (N-[di(methylthio)methylene]cyanamide), CN (methylamine). The solvent is CN(C=O)C (N,N-dimethylformamide). Conditions: time 5 hour. The product is NC(=NC=1SC=C(N1)C1=CC(=C(C=C1)OC)CNC(=NC#N)NC)N (2-(diamino-methyleneamino)-4-[3-{(3-methyl-2-cyanoguanidino)methyl}-4-methoxyphenyl]thiazole). RXN SMILES: [NH2:1][CH2:2][C:3]1[CH:4]=[C:5]([C:11]2[N:12]=[C:13]([N:16]=[C:17]([NH2:19])[NH2:18])[S:14][CH:15]=2)[CH:6]=[CH:7][C:8]=1[O:9][CH3:10].CS[C:22](SC)=[N:23][C:24]#[N:25].[CH3:28][NH2:29]>CN(C)C=O>[NH2:18][C:17]([NH2:19])=[N:16][C:13]1[S:14][CH:15]=[C:11]([C:5]2[CH:6]=[CH:7][C:8]([O:9][CH3:10])=[C:3]([CH2:2][NH:1][C:22]([NH:29][CH3:28])=[N:23][C:24]#[N:25])[CH:4]=2)[N:12]=1. Procedure: A solution of 4-(3-aminomethyl-4-methoxyphenyl)-2(diaminomethyleneamino)thiazole (350 mg) and N-[di(methylthio)methylene]cyanamide (190 mg) in N,N-dimethylformamide (20 ml) was heated at 70° C. for 2.5 hours. After cooling, 40% methylamine solution (6 ml) was added to the mixture and the mixture was stirred for 5 hours at room temperature. The solvent was removed under reduced pressure and the residue was chromatographed on a silica gel column eluting with a mixture of chloroform and methanol (1... Reactants: COC1=CC=C(C=C[N+](=O)[O-])C=C1 (4-methoxy-β-nitrostyrene), [Cl-].[NH4+] (ammonium chloride), C(C)(C)NC(C)C (diisopropylamine), solution, C(CCC)[Li] (n-butyllithium), C(C)OC(OCC)P(OCC)(=O)C (ethyl (diethoxymethyl)methylphosphinate). Run in O1CCCC1 (tetrahydrofuran), O1CCCC1 (tetrahydrofuran), CCCCCC (hexane), O1CCCC1 (tetrahydrofuran). Reaction conditions: time 10 minute. Product: COC1=CC=C(C=C1)C(CP(OCC)(=O)C(OCC)OCC)C[N+](=O)[O-] (ethyl 2-(4-methoxyphenyl)-3-nitropropyl(diethoxymethyl)phosphinate). Reaction SMILES: C(NC(C)C)(C)C.C([Li])CCC.[CH2:13]([O:15][CH:16]([P:20]([CH3:25])(=[O:24])[O:21][CH2:22][CH3:23])[O:17][CH2:18][CH3:19])[CH3:14].[CH3:26][O:27][C:28]1[CH:38]=[CH:37][C:31]([CH:32]=[CH:33][N+:34]([O-:36])=[O:35])=[CH:30][CH:29]=1.[Cl-].[NH4+]>O1CCCC1.CCCCCC>[CH3:26][O:27][C:28]1[CH:29]=[CH:30][C:31]([CH:32]([CH2:33][N+:34]([O-:36])=[O:35])[CH2:25][P:20]([CH:16]([O:17][CH2:18][CH3:19])[O:15][CH2:13][CH3:14])(=[O:24])[O:21][CH2:22][CH3:23])=[CH:37][CH:38]=1 |f:4.5|. Procedure details: To a solution of 8.7 g of diisopropylamine in 40 ml of tetrahydrofuran at -78° C. under an atmosphere of nitrogen are added 53.6 ml of a 1.6M solution of n-butyllithium in hexane. This solution is then stirred for a period of 10 minutes at this temperature, after which time a solution of 15.0 g of ethyl (diethoxymethyl)methylphosphinate in 20 ml of tetrahydrofuran is added. This mixture is then stirred for a period of 1 hour at -78° C. after which time a solution of 12.8 g of 4-methoxy-β-nitrost... The reactants are FC(C(=O)O)(F)F (trifluoroacetic acid), C([O-])([O-])=O.[Na+].[Na+] (sodium carbonate), C(C1=CC=CC=C1)=NC1[C@@H]2N(C(=C(CS2)C=C)C(=O)OC(C2=CC=CC=C2)C2=CC=CC=C2)C1=O (benzhydryl 7-benzylideneamino-3-vinyl-3-cephem-4-carboxylate), C([O-])(O)=O.[Na+] (sodium bicarbonate). The solvent is C1(=CC=CC=C1)OC (anisole), C(C)(=O)OCC (ethyl acetate). Yields the product NC1[C@@H]2N(C(=C(CS2)C=C)C(=O)O)C1=O (7-amino-3-vinyl-3-cephem-4-carboxylic acid). Yield: 49.4%. Reaction SMILES: C(=[N:8][CH:9]1[C:34](=[O:35])[N:11]2[C:12]([C:18]([O:20]C(C3C=CC=CC=3)C3C=CC=CC=3)=[O:19])=[C:13]([CH:16]=[CH2:17])[CH2:14][S:15][C@H:10]12)C1C=CC=CC=1.FC(F)(F)C(O)=O.C(=O)(O)[O-].[Na+].C(=O)([O-])[O-].[Na+].[Na+]>C1(OC)C=CC=CC=1.C(OCC)(=O)C>[NH2:8][CH:9]1[C:34](=[O:35])[N:11]2[C:12]([C:18]([OH:20])=[O:19])=[C:13]([CH:16]=[CH2:17])[CH2:14][S:15][C@H:10]12 |f:2.3,4.5.6|. Procedure: To a suspension of benzhydryl 7-benzylideneamino-3-vinyl-3-cephem-4-carboxylate (8.6 g) in anisole (10 ml) was added dropwise trifluoroacetic acid (10 ml) at -20° C., and the reaction temperature was gradually raised to ambient temperature with stirring, followed by stirring at ambient temperature for half an hour. The reaction mixture was poured into a mixture of ethyl acetate (100 ml) and a saturated aqueous sodium bicarbonate (100 ml), and then the mixture was adjusted to pH 7.5 with 20% aque...